Dataset: the Open Reaction Database (ORD), a public repository of structured organic reaction records. Task: describe an organic reaction: reactants, conditions, products, and yield RXN SMILES: [Cl:1][c:2]1[cH:3][n:4][cH:5][c:6]([NH:8][CH:9]([CH3:10])[c:11]2[cH:12][cH:13][cH:14][cH:15][cH:16]2)[n:7]1.[OH:17][CH2:18][CH2:19][NH:20][C:21](=[O:22])[c:23]1[cH:24][c:25]2[c:26]([n:27][cH:28][nH:29]2)[cH:30][cH:31]1>>[c:2]1(-[n:27]2[c:26]3[c:25]([cH:24][c:23]([C:21]([NH:20][CH2:19][CH2:18][OH:17])=[O:22])[cH:31][cH:30]3)[n:29][cH:28]2)[cH:3][n:4][cH:5][c:6]([NH:8][CH:9]([CH3:10])[c:11]2[cH:12][cH:13][cH:14][cH:15][cH:16]2)[n:7]1. Reactants: CC(Nc1cncc(Cl)n1)c1ccccc1, O=C(NCCO)c1ccc2nc[nH]c2c1. The product is CC(Nc1cncc(-n2cnc3cc(C(=O)NCCO)ccc32)n1)c1ccccc1. Reactants: C(=O)=O (dry ice), CCOCC (ether), CC1=C(C(=O)C2=C(C1=O)N3C[C@H]4[C@@H]([C@@]3([C@@H]2COC(=O)N)OC)N4)OC (mitomycin A), solution, [OH-].[K+] (KOH). Run in OC1COCC1 (3-hydroxy tetrahydrofuran), CO (methanol), C(Cl)(Cl)Cl (chloroform), OC1COCC1 (3-hydroxy tetrahydrofuran), OC1COCC1 (3-hydroxy tetrahydrofuran). Product: C(N)(O)=O.OCC1C2(N(C=3C(C(=C(C(C13)=O)OC1COCC1)C)=O)CC1C2N1)OC (1,1a,2,8,8a,8b-Hexahydro-8-(hydroxymethyl)-8a-methoxy-5-methyl-6-[(3-tetrahydrofuranyl)oxy]-azirino[2',3':3,4]pyrrolo[1,2-a]indole-4,7-dione carbamate). The yield is 31.0%. RXN SMILES: [CH3:1][C:2]1[C:8](=[O:9])[C:7]2[N:10]3[C@@:14]([O:21][CH3:22])([C@H:15]([CH2:16][O:17][C:18]([NH2:20])=[O:19])[C:6]=2[C:4](=[O:5])[C:3]=1[O:24][CH3:25])[C@H:13]1[NH:23][C@H:12]1[CH2:11]3.[OH-].[K+].C(=O)=O.[CH3:31][CH2:32][O:33][CH2:34]C>OC1CCOC1.CO.C(Cl)(Cl)Cl>[C:18](=[O:17])([OH:19])[NH2:20].[OH:17][CH2:16][CH:15]1[C:6]2[C:4](=[O:5])[C:3]([O:24][CH:25]3[CH2:31][CH2:32][O:33][CH2:34]3)=[C:2]([CH3:1])[C:8](=[O:9])[C:7]=2[N:10]2[CH2:11][CH:12]3[NH:23][CH:13]3[C:14]12[O:21][CH3:22] |f:1.2,8.9|. Reported procedure: A solution of mitomycin A (100 mg or 0.286 mmole) in 4 ml of 3-hydroxy tetrahydrofuran was stirred at room temperature and under nitrogen for 45 minutes with 500 mg of a 1.6% solution of KOH in 3-hydroxy tetrahydrofuran. The reaction mixture was decomposed with excess dry ice while immersing the flask into a water bath at room temperature. The product was isolated twice on silica gel plates. In the first isolation, the solvent was ether, which elutes 3-hydroxy tetrahydrofuran while the pink prod...